describe an organic reaction: reactants, conditions, products, and yield From a dataset of the Open Reaction Database (ORD), a public repository of structured organic reaction records. Product: CC=1C=CC(=C(C1)[C@H](CCN(C(C)C)C(C)C)C=2C=CC=CC2)O.N1[C@@H](CCC1=O)C(=O)[O-] (Tolterodine L-Pyroglutamate). Isolated yield 82.3%. Conditions: time 10 minute. RXN SMILES: [CH3:1][C:2]1[CH:3]=[CH:4][C:5]([OH:24])=[C:6]([C@@H:8]([C:18]2[CH:19]=[CH:20][CH:21]=[CH:22][CH:23]=2)[CH2:9][CH2:10][N:11]([CH:15]([CH3:17])[CH3:16])[CH:12]([CH3:14])[CH3:13])[CH:7]=1.[NH:25]1[C:29](=[O:30])[CH2:28][CH2:27][C@H:26]1[C:31]([OH:33])=[O:32]>CC(C)=O>[CH3:1][C:2]1[CH:3]=[CH:4][C:5]([OH:24])=[C:6]([C@@H:8]([C:18]2[CH:19]=[CH:20][CH:21]=[CH:22][CH:23]=2)[CH2:9][CH2:10][N:11]([CH:12]([CH3:14])[CH3:13])[CH:15]([CH3:16])[CH3:17])[CH:7]=1.[NH:25]1[C:29](=[O:30])[CH2:28][CH2:27][C@H:26]1[C:31]([O-:33])=[O:32] |f:3.4|. Run in CC(=O)C (acetone), CC(=O)C (acetone), CC(=O)C (acetone). Procedure details: 3.25 g of tolterodine dissolved in 50 mL of acetone was mixed at room temperature (25° C.) with 1.29 g of L-pyroglutamic acid, which was suspended in 50 mL of acetone, and then stirred. In 10 minutes, there started to appear a solid precipitate. 50 mL of acetone was added thereto and the mixture was stirred at room temperature (25° C.) for 1 hour. The resulting solid precipitate was filtered and then washed with acetone. The resultant was dried at room temperature (25° C.) for 24 hours and 3.74 ... Starting materials: CC=1C=CC(=C(C1)[C@H](CCN(C(C)C)C(C)C)C=2C=CC=CC2)O (tolterodine), N1[C@@H](CCC1=O)C(=O)O (L-pyroglutamic acid). Starting materials: C1CCOC1, O=C=NCCCl, Cl, CNCCCCOc1ccc2c(ccn2-c2ccc(F)cc2)c1. Yields the product CN(CCCCOc1ccc2c(ccn2-c2ccc(F)cc2)c1)C1=NCCO1. RXN SMILES: [CH2:31]1[O:32][CH2:33][CH2:34][CH2:35]1.[Cl:24][CH2:25][CH2:26][N:27]=[C:28]=[O:29].[ClH:30].[F:1][c:2]1[cH:3][cH:4][c:5](-[n:8]2[cH:9][cH:10][c:11]3[cH:12][c:13]([O:17][CH2:18][CH2:19][CH2:20][CH2:21][NH:22][CH3:23])[cH:14][cH:15][c:16]23)[cH:6][cH:7]1>>[F:1][c:2]1[cH:3][cH:4][c:5](-[n:8]2[cH:9][cH:10][c:11]3[cH:12][c:13]([O:17][CH2:18][CH2:19][CH2:20][CH2:21][N:22]([CH3:23])[C:28]4=[N:27][CH2:26][CH2:25][O:29]4)[cH:14][cH:15][c:16]23)[cH:6][cH:7]1.